This data is from the Open Reaction Database (ORD), a public repository of structured organic reaction records. The task is: describe an organic reaction: reactants, conditions, products, and yield The reactants are C(C)OC(=O)CCCCCCCN=C=O (ethoxycarbonylheptyl isocyanate), C1(=CC=CC=C1)C1=CNC(O1)=O (5-phenyl-4-oxazolin-2-one), O (water). Run in CN(C)C=O (DMF). Conditions: time 24 hour. Product: C(C)OC(=O)CCCCCCCNC(=O)N1C(OC(=C1)C1=CC=CC=C1)=O (N-(ethoxycarbonylheptyl)-2-oxo-5-phenyl-4-oxazolin-3-ylcarboxamide). As a reaction SMILES: [C:1]1([C:7]2[O:11][C:10](=[O:12])[NH:9][CH:8]=2)[CH:6]=[CH:5][CH:4]=[CH:3][CH:2]=1.[CH2:13]([O:15][C:16]([CH2:18][CH2:19][CH2:20][CH2:21][CH2:22][CH2:23][CH2:24][N:25]=[C:26]=[O:27])=[O:17])[CH3:14].O>CN(C=O)C>[CH2:13]([O:15][C:16]([CH2:18][CH2:19][CH2:20][CH2:21][CH2:22][CH2:23][CH2:24][NH:25][C:26]([N:9]1[CH:8]=[C:7]([C:1]2[CH:2]=[CH:3][CH:4]=[CH:5][CH:6]=2)[O:11][C:10]1=[O:12])=[O:27])=[O:17])[CH3:14]. Reported procedure: 16.1 g (0.1 mol) of 5-phenyl-4-oxazolin-2-one are dissolved in 100 ml of absolute DMF and 25.6 g (0.12 mol) of ethoxycarbonylheptyl isocyanate are added. The mixture is stirred for 24 hours at 50°-60° C., water is added and the oily/crystalline precipitate which is formed is separated, washed with water and dried in vacuo at room temperature. The crude product is recrystallised from ethanol. The reactants are C(C)(C)NC1=NC(=NC=C1C(=O)Cl)SC (4-(isopropylamino)-2-(methylthio)pyrimidine-5-carboxylic acid chloride), C(C=C)N (allylamine). Solvent: O1CCCC1 (tetrahydrofuran), O1CCCC1 (tetrahydrofuran), C(C)(=O)OCC (ethyl acetate). Run at time 8 hour. Yields the product C(C=C)NC(=O)C=1C(=NC(=NC1)SC)NC(C)C (N-Allyl-4-(isopropylamino)-2-(methylthio)pyrimidine-5-carboxamide). The yield is 51.0%. As a reaction SMILES: [CH:1]([NH:4][C:5]1[C:10]([C:11](Cl)=[O:12])=[CH:9][N:8]=[C:7]([S:14][CH3:15])[N:6]=1)([CH3:3])[CH3:2].[CH2:16]([NH2:19])[CH:17]=[CH2:18]>O1CCCC1.C(OCC)(=O)C>[CH2:16]([NH:19][C:11]([C:10]1[C:5]([NH:4][CH:1]([CH3:3])[CH3:2])=[N:6][C:7]([S:14][CH3:15])=[N:8][CH:9]=1)=[O:12])[CH:17]=[CH2:18]. Procedure details: To a 0° C. suspension of 4-(isopropylamino)-2-(methylthio)pyrimidine-5-carboxylic acid chloride in 10 mL of tetrahydrofuran is added 3.5 mL (46.2 mmol) of allylamine and 20 mL of tetrahydrofuran. The reaction suspension is allowed to warm briefly to room temperature, then stored at 0° C. overnight. The reaction mixture is diluted with ethyl acetate, washed with 1N HCl, a saturated solution of sodium bicarbonate, and brine. The organic phase is dried over magnesium sulfate, filtered, and concentr... Reactants: CC(C(C)=O)=O (2,3-Butanedione), NC1=C(C=2C(=NSN2)C(=C1N)Br)Br (5,6-Diamino-4,7-dibromobenzo[c][1,2,5]thiadiazole), O (Water). The solvent is C(C)(=O)O (acetic acid). Conditions: time 19 hour. Yields the product BrC=1C=2C(C(=C3N=C(C(=NC13)C)C)Br)=NSN2 (4,9-Dibromo-6,7-dimethyl[1,2,5]thiadiazolo[3,4-g]quinoxaline). As a reaction SMILES: [NH2:1][C:2]1[C:10]([NH2:11])=[C:9]([Br:12])[C:5]2=[N:6][S:7][N:8]=[C:4]2[C:3]=1[Br:13].[CH3:14][C:15](=O)[C:16](=O)[CH3:17].O>C(O)(=O)C>[Br:13][C:3]1[C:4]2[C:5](=[N:6][S:7][N:8]=2)[C:9]([Br:12])=[C:10]2[C:2]=1[N:1]=[C:16]([CH3:17])[C:15]([CH3:14])=[N:11]2. Reported procedure: 5,6-Diamino-4,7-dibromobenzo[c][1,2,5]thiadiazole (0.257 g, 7.93×10−4 mol) was dissolved in acetic acid (30 ml). 2,3-Butanedione (0.30 ml, 3.4×10−3 mol) was added, and the reaction mixture was stirred for 19 h at room temperature under N2. Water (50 ml) was added, and the resulting precipitate was filtered, dissolved in CH2Cl2, washed with water, and dried over Na2SO4. After the solvent was evaporated, the residue was chromatographed on silica gel with CHCl3. Yield=0.256 g (86% based on 0.257 g ... The reactants are ClC1=NC=NC(=C1C(=O)C=1C=NN(C1C1=CC=C(C=C1)C)C)Cl ((4,6-dichloropyrimidin-5-yl)[1-methyl-5-(4-methylphenyl)-1H-pyrazol-4-yl]methanone), N1CCC1 (azetidine), C(C)(C)N(C(C)C)CC (N,N-diisopropylethylamine). The solvent is C(C)#N (acetonitrile). Conditions: time 8 hour. Product: N1(CCC1)C1=NC=NC(=C1C(=O)C=1C=NN(C1C1=CC=C(C=C1)C)C)Cl ([4-(azetidin-1-yl)-6-chloropyrimidin-5-yl][1-methyl-5-(4-methylphenyl)-1H-pyrazol-4-yl]methanone). RXN SMILES: Cl[C:2]1[C:7]([C:8]([C:10]2[CH:11]=[N:12][N:13]([CH3:22])[C:14]=2[C:15]2[CH:20]=[CH:19][C:18]([CH3:21])=[CH:17][CH:16]=2)=[O:9])=[C:6]([Cl:23])[N:5]=[CH:4][N:3]=1.[NH:24]1[CH2:27][CH2:26][CH2:25]1.C(N(CC)C(C)C)(C)C>C(#N)C>[N:24]1([C:2]2[C:7]([C:8]([C:10]3[CH:11]=[N:12][N:13]([CH3:22])[C:14]=3[C:15]3[CH:16]=[CH:17][C:18]([CH3:21])=[CH:19][CH:20]=3)=[O:9])=[C:6]([Cl:23])[N:5]=[CH:4][N:3]=2)[CH2:27][CH2:26][CH2:25]1. Procedure: To a solution of (4,6-dichloropyrimidin-5-yl)[1-methyl-5-(4-methylphenyl)-1H-pyrazol-4-yl]methanone (C5) (200 mg, 0.576 mmol) in acetonitrile (6.0 mL) were added azetidine (39.0 μL, 0.576 mmol) and N,N-diisopropylethylamine (151 μL, 0.867 mmol). The reaction mixture was stirred at room temperature overnight and then concentrated in vacuo. The product was carried to Step 7 without further purification. LCMS m/z 368.4 (M+1). Reactants: CC(C)(C)OC(=O)N1CCNC(=O)C1, C=CCBr, [H-], [Na+], CN(C)C=O. Yields the product C=CCN1CCN(C(=O)OC(C)(C)C)CC1=O. As a reaction SMILES: [C:1]([CH3:2])([CH3:3])([CH3:4])[O:5][C:6](=[O:7])[N:8]1[CH2:9][C:10](=[O:14])[NH:11][CH2:12][CH2:13]1.[CH2:15]([CH:16]=[CH2:17])[Br:18].[H-:19].[Na+:20].[O:21]=[CH:22][N:23]([CH3:24])[CH3:25]>>[C:1]([CH3:2])([CH3:3])([CH3:4])[O:5][C:6](=[O:7])[N:8]1[CH2:9][C:10](=[O:14])[N:11]([CH2:17][CH:16]=[CH2:15])[CH2:12][CH2:13]1. Starting materials: CC1(CC(C=2C=CC=C(C2C1)C(=O)OC)=O)C (methyl 7,7-dimethyl-5-oxo-5,6,7,8-tetrahydro-1-naphthalenecarboxylate), C(C)(=O)[O-].[NH4+] (ammonium acetate), C(#N)[BH3-].[Na+] (sodium cyanoborohydride), O (water). Solvent: CO (methanol). Conditions: temperature 60 celsius. The product is NC1C=2C=CC=C(C2CC(C1)(C)C)C(=O)OC (methyl 5-amino-7,7-dimethyl-5,6,7,8-tetrahydro-1-naphthalenecarboxylate). Yield: 95.6%. Reaction SMILES: [CH3:1][C:2]1([CH3:17])[CH2:11][C:10]2[C:9]([C:12]([O:14][CH3:15])=[O:13])=[CH:8][CH:7]=[CH:6][C:5]=2[C:4](=O)[CH2:3]1.C([O-])(=O)C.[NH4+].C([BH3-])#[N:24].[Na+].O>CO>[NH2:24][CH:4]1[CH2:3][C:2]([CH3:17])([CH3:1])[CH2:11][C:10]2[C:9]([C:12]([O:14][CH3:15])=[O:13])=[CH:8][CH:7]=[CH:6][C:5]1=2 |f:1.2,3.4|. Procedure details: A solution of 3.0 g (13 mmol) of methyl 7,7-dimethyl-5-oxo-5,6,7,8-tetrahydro-1-naphthalenecarboxylate (J. Org. Chem. 17 (1976), 2918) in 45 ml of methanol was treated with 10 g (130 mmol) of ammonium acetate and 5.7 g (90 mmol) of sodium cyanoborohydride and heated at 60° C. for 20 hrs. After addition of 10 ml of water, the mixture was completely concentrated in vacuo and the residue was taken up in EA and aqueous ammonia. The organic phase was washed with water, dried over magnesium sulfate an... Reactants: OC1=C(SC(=C1)C(F)(F)F)CN1C(C2(C3=CC=CC=C13)COC=1C2=CC2=C(OCO2)C1)=O (1′-{[3-hydroxy-5-(trifluoromethyl)-2-thienyl]methyl}spiro[furo[2,3-f][1,3]benzodioxole-7,3′-indol]-2′(1H)-one), [OH-].[Na+] (NaOH), IC (iodomethane). Solvent: CN(C=O)C (N,N-dimethylformamide). Reaction conditions: time 16 hour. The product is COC1=C(SC(=C1)C(F)(F)F)CN1C(C2(C3=CC=CC=C13)COC=1C2=CC2=C(OCO2)C1)=O (1′-{[3-methoxy-5-(trifluoromethyl)-2-thienyl]methyl}spiro[furo[2,3-f][1,3]benzodioxole-7,3′-indol]-2′(1′H)-one). The yield is 80.9%. RXN SMILES: [OH:1][C:2]1[CH:6]=[C:5]([C:7]([F:10])([F:9])[F:8])[S:4][C:3]=1[CH2:11][N:12]1[C:20]2[C:15](=[CH:16][CH:17]=[CH:18][CH:19]=2)[C:14]2([C:24]3=[CH:25][C:26]4[O:30][CH2:29][O:28][C:27]=4[CH:31]=[C:23]3[O:22][CH2:21]2)[C:13]1=[O:32].[OH-].[Na+].I[CH3:36]>CN(C)C=O>[CH3:36][O:1][C:2]1[CH:6]=[C:5]([C:7]([F:8])([F:9])[F:10])[S:4][C:3]=1[CH2:11][N:12]1[C:20]2[C:15](=[CH:16][CH:17]=[CH:18][CH:19]=2)[C:14]2([C:24]3=[CH:25][C:26]4[O:30][CH2:29][O:28][C:27]=4[CH:31]=[C:23]3[O:22][CH2:21]2)[C:13]1=[O:32] |f:1.2|. Reported procedure: A mixture of 1′-{[3-hydroxy-5-(trifluoromethyl)-2-thienyl]methyl}spiro[furo[2,3-f][1,3]benzodioxole-7,3′-indol]-2′(1H)-one (0.18 g, 0.39 mmol), NaOH (0.08 g, 1.96 mmol) and iodomethane (0.17 g, 1.18 mmol) in anhydrous N,N-dimethylformamide (2.00 mL) was stirred at ambient temperature for 16 h. The reaction was quenched by addition of saturated ammonium chloride (10.0 mL) and extracted with ethyl acetate (3×50.0 mL). The combined organic layers was washed with water (3×20.0 mL), brine (20.0 mL), ...